This data is from the Open Reaction Database (ORD), a public repository of structured organic reaction records. The task is: describe an organic reaction: reactants, conditions, products, and yield Reactants: crude product, C(C)(C)(C)OC(NC1=C(C=C(C(=C1)C)Cl)N)=O ((2-amino-4-chloro-5-methyl-phenyl)-carbamic acid tert-butyl ester), C(C)(C)(C)OC(CC(=O)C1=CC(=CC=C1)C1=NC(=NC(=C1)C)NC)=O (3-[3-(6-methyl-2-methylamino-pyrimidin-4-yl)-phenyl]-3-oxo-propionic acid tert-butyl ester). Yields the product ClC=1C(=CC2=C(NC(CC(=N2)C2=CC(=CC=C2)C2=NC(=NC(=C2)C)NC)=O)C1)C (8-Chloro-7-methyl-4-[3-(6-methyl-2-methylamino-pyrimidin-4-yl)-phenyl]-1,3-dihydro-benzo[b][1,4]diazepin-2-one), solid. RXN SMILES: C(OC(=O)[NH:7][C:8]1[CH:13]=[C:12]([CH3:14])[C:11]([Cl:15])=[CH:10][C:9]=1[NH2:16])(C)(C)C.C(O[C:23](=[O:42])[CH2:24][C:25]([C:27]1[CH:32]=[CH:31][CH:30]=[C:29]([C:33]2[CH:38]=[C:37]([CH3:39])[N:36]=[C:35]([NH:40][CH3:41])[N:34]=2)[CH:28]=1)=O)(C)(C)C>>[Cl:15][C:11]1[C:12]([CH3:14])=[CH:13][C:8]2[N:7]=[C:25]([C:27]3[CH:32]=[CH:31][CH:30]=[C:29]([C:33]4[CH:38]=[C:37]([CH3:39])[N:36]=[C:35]([NH:40][CH3:41])[N:34]=4)[CH:28]=3)[CH2:24][C:23](=[O:42])[NH:16][C:9]=2[CH:10]=1. Reported procedure: The title compound was prepared from (2-amino-4-chloro-5-methyl-phenyl)-carbamic acid tert-butyl ester (Example J22) (128 mg, 0.5 mmol) and 3-[3-(6-methyl-2-methylamino-pyrimidin-4-yl)-phenyl]-3-oxo-propionic acid tert-butyl ester (Example K48) (188 mg, 0.55 mmol) according to the general procedure M and subsequent treatment of the crude product according to the general procedure N. Obtained as a light yellow solid (88 mg). The reactants are NC(CC1=CC=C(C(C(=O)N)=C1)O)O (5-(2-amino-hydroxyethyl)salicylamide), CN(C1=CC=CC=C1)CC(C)=O (N-methylanilino acetone), [BH3-]C#N.[Na+] (NaCNBH3), CO (methanol). Run at time 16 hour. Yields the product CN(C1=CC=CC=C1)CC(C)NCC(O)C1=CC=C(C(C(=O)N)=C1)O (5-(2-[3-(N-Methylanilino)-2-Propylamino]-1-Hydroxyethyl)Salicylamide). As a reaction SMILES: [NH2:1][CH:2](O)[CH2:3][C:4]1[CH:12]=[C:8]([C:9]([NH2:11])=[O:10])[C:7]([OH:13])=[CH:6][CH:5]=1.[CH3:15][N:16]([CH2:23][C:24](=O)[CH3:25])[C:17]1[CH:22]=[CH:21][CH:20]=[CH:19][CH:18]=1.[BH3-]C#N.[Na+].C[OH:32]>>[CH3:15][N:16]([CH2:23][CH:24]([NH:1][CH2:2][CH:3]([C:4]1[CH:12]=[C:8]([C:9]([NH2:11])=[O:10])[C:7]([OH:13])=[CH:6][CH:5]=1)[OH:32])[CH3:25])[C:17]1[CH:22]=[CH:21][CH:20]=[CH:19][CH:18]=1 |f:2.3|. Procedure: To To a solution of 20 mmol 5-(2-amino-hydroxyethyl)salicylamide and 3.26 g (20 mmol) N-methylanilino acetone in 100 ml methanol add 2.51 g (40 mmol) NaCNBH3. Stir 16 hrs., concentrate, and partition between EtOAc and 1.0 N NaHCO3 solution. Dry and concentrate the organic layer. Dissolve the foam in CHCl3, and wash with water. Filter the solid which forms and recrystallize from EtOAc to give a white solid, mp 143°-5°.